This data is from the Open Reaction Database (ORD), a public repository of structured organic reaction records. The task is: describe an organic reaction: reactants, conditions, products, and yield Starting materials: ClC1=NC=CC2=C(C=CC=C12)C1=NOC(=N1)C1=CC(=C(C=C1)OC(C)C)Cl (1-Chloro-5-(5-{3-chloro-4-[(1-methylethyl)oxy]phenyl}-1,2,4-oxadiazol-3-yl)isoquinoline), N1CCC(CC1)C(=O)OCC (ethyl 4-piperidinecarboxylate). Solvent: C(CCC)O (n-butanol). Product: ClC=1C=C(C=CC1OC(C)C)C1=NC(=NO1)C1=C2C=CN=C(C2=CC=C1)N1CCC(CC1)C(=O)OCC (Ethyl 1-[5-(5-{3-chloro-4-[(1-methylethyl)oxy]phenyl}-1,2,4-oxadiazol-3-yl)-1-isoquinolinyl]-4-piperidinecarboxylate), solid. RXN SMILES: Cl[C:2]1[C:11]2[C:6](=[C:7]([C:12]3[N:16]=[C:15]([C:17]4[CH:22]=[CH:21][C:20]([O:23][CH:24]([CH3:26])[CH3:25])=[C:19]([Cl:27])[CH:18]=4)[O:14][N:13]=3)[CH:8]=[CH:9][CH:10]=2)[CH:5]=[CH:4][N:3]=1.[NH:28]1[CH2:33][CH2:32][CH:31]([C:34]([O:36][CH2:37][CH3:38])=[O:35])[CH2:30][CH2:29]1>C(O)CCC>[Cl:27][C:19]1[CH:18]=[C:17]([C:15]2[O:14][N:13]=[C:12]([C:7]3[CH:8]=[CH:9][CH:10]=[C:11]4[C:6]=3[CH:5]=[CH:4][N:3]=[C:2]4[N:28]3[CH2:33][CH2:32][CH:31]([C:34]([O:36][CH2:37][CH3:38])=[O:35])[CH2:30][CH2:29]3)[N:16]=2)[CH:22]=[CH:21][C:20]=1[O:23][CH:24]([CH3:25])[CH3:26]. Reported procedure: 1-Chloro-5-(5-{3-chloro-4-[(1-methylethyl)oxy]phenyl}-1,2,4-oxadiazol-3-yl)isoquinoline (D7; 50 mg, 0.125 mmol), ethyl 4-piperidinecarboxylate (available from Fluorochem; 0.077 ml, 0.500 mmol) and n-butanol (0.75 ml) were heated under microwave irradiation at 175° C. for 2 h. The reaction mixture was filtered to give the title compound as an off white solid (35 mg). Reactants: COc1ccc(Br)cc1S(=O)(=O)Cl, CCOC(=O)Cc1csc(N)n1. Yields the product CCOC(=O)Cc1csc(NS(=O)(=O)c2cc(Br)ccc2OC)n1. As a reaction SMILES: [Br:13][c:14]1[cH:15][cH:16][c:17]([O:24][CH3:25])[c:18]([S:20](=[O:21])(=[O:22])[Cl:23])[cH:19]1.[NH2:1][c:2]1[s:3][cH:4][c:5]([CH2:7][C:8](=[O:9])[O:10][CH2:11][CH3:12])[n:6]1>>[NH:1]([c:2]1[s:3][cH:4][c:5]([CH2:7][C:8](=[O:9])[O:10][CH2:11][CH3:12])[n:6]1)[S:20]([c:18]1[c:17]([O:24][CH3:25])[cH:16][cH:15][c:14]([Br:13])[cH:19]1)(=[O:21])=[O:22]. Reactants: ClC=1C(=CC2=C(SC(C2O)C2CCCC2)C1Cl)OC (6,7-dichloro-2-cyclopentyl-2,3-dihydro-3-hydroxy-5-methoxybenzo[b]thiophene), B(F)(F)F.CCOCC (boron trifluoride etherate), [OH-].[Na+] (sodium hydroxide). Run in C(C)(=O)O (acetic acid). Run at time 8 hour. Product: ClC=1C(=CC2=C(SC(=C2)C2CCCC2)C1Cl)OC (6,7-dichloro-2-cyclopentyl-5-methoxybenzo-[b]thiophene). Isolated yield 76.3%. As a reaction SMILES: [Cl:1][C:2]1[C:3]([O:18][CH3:19])=[CH:4][C:5]2[CH:9](O)[CH:8]([CH:11]3[CH2:15][CH2:14][CH2:13][CH2:12]3)[S:7][C:6]=2[C:16]=1[Cl:17].B(F)(F)F.CCOCC.[OH-].[Na+]>C(O)(=O)C>[Cl:1][C:2]1[C:3]([O:18][CH3:19])=[CH:4][C:5]2[CH:9]=[C:8]([CH:11]3[CH2:12][CH2:13][CH2:14][CH2:15]3)[S:7][C:6]=2[C:16]=1[Cl:17] |f:1.2,3.4|. Procedure details: A mixture of 2.5 g of 6,7-dichloro-2-cyclopentyl-2,3-dihydro-3-hydroxy-5-methoxybenzo[b]thiophene and 10 ml of glacial acetic acid containing 5 ml of boron trifluoride etherate is warmed on a steam bath for 15 minutes and allowed to stand overnight. The mixture is poured into a chilled solution of dilute sodium hydroxide and the organic material is extracted into ether. Washing with water, followed by drying over anhydrous magnesium sulfate and evaporation in vacuo, gives 2.0 g of wax-like cryst... Starting materials: CC1(CCC=2C(=NN(C2C1)COCC[Si](C)(C)C)C=1N(C2=CC(=CC=C2C1)N(C(OCC1=CC=CC=C1)=O)C)COCC[Si](C)(C)C)C (benzyl N-(2-{6,6-dimethyl-1-[2-(trimethylsilyl)ethoxymethyl]-4,5,6,7-tetrahydro-1H-indazol-3-yl}-1-[2-(trimethylsilyl)ethoxymethyl]-1H-indol-6-yl)-N-methylcarbamate), C(=O)[O-].[NH4+] (ammonium formate). The reagents and catalysts are [C].[Pd] (palladium-carbon). Solvent: C(C)O (ethanol). Yields the product CC1(CCC=2C(=NN(C2C1)COCC[Si](C)(C)C)C=1N(C2=CC(=CC=C2C1)NC)COCC[Si](C)(C)C)C (N-(2-{6,6-dimethyl-1-[2-(trimethylsilyl)ethoxymethyl]-4,5,6,7-tetrahydro-1H-indazol-3-yl}-1-[2-(trimethylsilyl)ethoxymethyl]-1H-indol-6-yl)-N-methylamine). Isolated yield 81.4%. RXN SMILES: [CH3:1][C:2]1([CH3:48])[CH2:10][C:9]2[N:8]([CH2:11][O:12][CH2:13][CH2:14][Si:15]([CH3:18])([CH3:17])[CH3:16])[N:7]=[C:6]([C:19]3[N:20]([CH2:40][O:41][CH2:42][CH2:43][Si:44]([CH3:47])([CH3:46])[CH3:45])[C:21]4[C:26]([CH:27]=3)=[CH:25][CH:24]=[C:23]([N:28](C)[C:29](=O)OCC3C=CC=CC=3)[CH:22]=4)[C:5]=2[CH2:4][CH2:3]1.C([O-])=O.[NH4+]>C(O)C.[C].[Pd]>[CH3:1][C:2]1([CH3:48])[CH2:10][C:9]2[N:8]([CH2:11][O:12][CH2:13][CH2:14][Si:15]([CH3:16])([CH3:17])[CH3:18])[N:7]=[C:6]([C:19]3[N:20]([CH2:40][O:41][CH2:42][CH2:43][Si:44]([CH3:46])([CH3:45])[CH3:47])[C:21]4[C:26]([CH:27]=3)=[CH:25][CH:24]=[C:23]([NH:28][CH3:29])[CH:22]=4)[C:5]=2[CH2:4][CH2:3]1 |f:1.2,4.5|. Reported procedure: A solution of benzyl N-(2-{6,6-dimethyl-1-[2-(trimethylsilyl)ethoxymethyl]-4,5,6,7-tetrahydro-1H-indazol-3-yl}-1-[2-(trimethylsilyl)ethoxymethyl]-1H-indol-6-yl)-N-methylcarbamate (2.2 g, 3.1 mmol), 10% palladium-carbon (216 mg) and ammonium formate (989 mg, 16 mmol) in ethanol (30 ml) was heated under reflux for 2.5 hr. After cooling, the reaction mixture was filtered through celite, and the filtrate was concentrated. The residue was purified by silica gel chromatography to give the title compou... Starting materials: CO, COC(=O)c1ccc(C#CC(C)(C)C)c(OC)c1F, [Na+], [OH-]. Product: COc1c(C#CC(C)(C)C)ccc(C(=O)O)c1F. As a reaction SMILES: [CH3:22][OH:23].[F:1][c:2]1[c:3]([C:4](=[O:5])[O:6][CH3:7])[cH:8][cH:9][c:10]([C:14]#[C:15][C:16]([CH3:17])([CH3:18])[CH3:19])[c:11]1[O:12][CH3:13].[Na+:21].[OH-:20]>>[F:1][c:2]1[c:3]([C:4](=[O:5])[OH:6])[cH:8][cH:9][c:10]([C:14]#[C:15][C:16]([CH3:17])([CH3:18])[CH3:19])[c:11]1[O:12][CH3:13]. Starting materials: Br.ClC1=CC=C(C=C1)C1(CCC1)C(CSC1=NCCCN1)=O (1-[1-(4-chlorophenyl)cyclobutyl]-2-(3,4,5,6-tetrahydropyrimidin-2-ylthio)ethanone hydrobromide). The solvent is C(C)(=O)O (acetic acid). The product is Br.ClC1=CC=C(C=C1)C1(CCC1)C1=CSC=2N1CCCN2 (3-[1-(4-chlorophenyl)cyclobutyl]-6,7-dihydro-5H-thiazolo[3,2-a]pyrimidine hydrobromide). RXN SMILES: [BrH:1].[Cl:2][C:3]1[CH:8]=[CH:7][C:6]([C:9]2([C:13](=O)[CH2:14][S:15][C:16]3[NH:21][CH2:20][CH2:19][CH2:18][N:17]=3)[CH2:12][CH2:11][CH2:10]2)=[CH:5][CH:4]=1>C(O)(=O)C>[BrH:1].[Cl:2][C:3]1[CH:8]=[CH:7][C:6]([C:9]2([C:13]3[N:21]4[CH2:20][CH2:19][CH2:18][N:17]=[C:16]4[S:15][CH:14]=3)[CH2:12][CH2:11][CH2:10]2)=[CH:5][CH:4]=1 |f:0.1,3.4|. Procedure details: A suspension of 1-[1-(4-chlorophenyl)cyclobutyl]-2-(3,4,5,6-tetrahydropyrimidin-2-ylthio)ethanone hydrobromide (3.4 g; prepared in a similar manner to that described above) in acetic acid (8.5 ml) was heated under reflux for 16 hours, then allowed to cool to ambient temperature. The solvent was removed in vacuo, the residue was triturated with ether (50 ml), and the resulting solid was collected by filtration, washed with ether (50 ml), and dried in vacuo at ambient temperature to give 3-[1-(4-c...